From a dataset of the Open Reaction Database (ORD), a public repository of structured organic reaction records. describe an organic reaction: reactants, conditions, products, and yield Starting materials: C1=CC=C(C(=C1)C2=C3C=C(C(=O)C(=C3OC4=C(C(=C(C=C24)Br)[O-])Br)Br)Br)C(=O)[O-].[Na+].[Na+] (tetrabromofluorescein), [Na][Na] (disodium), CC=1C(=CC2=C(C1Br)OC3=C(C(=O)C(=CC3=C2C=4C=CC=CC4C(=O)O)Br)Br)Br (Eosin Y). Solvent: O (water). Product: C=1C=CC(=C(C1)C2=C3C=CC(=O)C=C3OC4=C2C=CC(=C4)O)C(=O)O (Fluorescein). RXN SMILES: [CH:1]1[CH:6]=[C:5]([C:7]2[C:21]3[C:16](=[C:17](Br)[C:18]([O-:23])=[C:19](Br)[CH:20]=3)[O:15][C:14]3[C:8]=2[CH:9]=[C:10](Br)[C:11]([C:13]=3Br)=[O:12])[C:4]([C:27]([O-:29])=[O:28])=[CH:3][CH:2]=1.[Na+].[Na+].[Na][Na].CC1C(Br)=CC2C(C3C=CC=CC=3C(O)=O)=C3C(=C(Br)C(C(Br)=C3)=O)OC=2C=1Br>O>[CH:1]1[CH:2]=[CH:3][C:4]([C:27]([OH:29])=[O:28])=[C:5]([C:7]2[C:8]3[CH:9]=[CH:10][C:11]([OH:12])=[CH:13][C:14]=3[O:15][C:16]3[C:21]=2[CH:20]=[CH:19][C:18]([CH:17]=3)=[O:23])[CH:6]=1 |f:0.1.2|. Procedure: With total consumption of the fluorescein, the bromination reaction leads to the formation of a single product, tetrabromofluorescein (4Br—F), the disodium salt of which is commercially known as Eosin Y. The final reaction mixture is diluted in water and the product is extracted from the mixture with ethyl acetate.